Dataset: the Open Reaction Database (ORD), a public repository of structured organic reaction records. Task: describe an organic reaction: reactants, conditions, products, and yield Product: COC(=O)c1ccc(N=Cc2cc(Cl)cc([N+](=O)[O-])c2)cc1. RXN SMILES: [CH3:24][CH2:25][OH:26].[Cl:1][c:2]1[cH:3][c:4]([CH:5]=[O:6])[cH:7][c:8]([N+:10](=[O:11])[O-:12])[cH:9]1.[NH2:13][c:14]1[cH:15][cH:16][c:17]([C:18](=[O:19])[O:20][CH3:21])[cH:22][cH:23]1>>[Cl:1][c:2]1[cH:3][c:4]([CH:5]=[N:13][c:14]2[cH:15][cH:16][c:17]([C:18](=[O:19])[O:20][CH3:21])[cH:22][cH:23]2)[cH:7][c:8]([N+:10](=[O:11])[O-:12])[cH:9]1. The reactants are CCO, O=Cc1cc(Cl)cc([N+](=O)[O-])c1, COC(=O)c1ccc(N)cc1. RXN SMILES: [CH3:22][c:23]1[s:24][c:25](-[c:31]2[cH:32][c:33]([CH3:37])[cH:34][cH:35][cH:36]2)[c:26]([C:28](=[O:29])[OH:30])[n:27]1.[CH:1]12[CH:2]([CH2:9][NH:10][C:11](=[O:12])[c:13]3[c:14]([CH3:21])[n:15][c:16]4[s:17][cH:18][cH:19][n:20]34)[NH:3][CH2:4][CH:5]1[CH2:6][CH2:7][CH2:8]2>>[CH:1]12[CH:2]([CH2:9][NH:10][C:11](=[O:12])[c:13]3[c:14]([CH3:21])[n:15][c:16]4[s:17][cH:18][cH:19][n:20]34)[N:3]([C:28]([c:26]3[c:25](-[c:31]4[cH:32][c:33]([CH3:37])[cH:34][cH:35][cH:36]4)[s:24][c:23]([CH3:22])[n:27]3)=[O:29])[CH2:4][CH:5]1[CH2:6][CH2:7][CH2:8]2. Product: Cc1cccc(-c2sc(C)nc2C(=O)N2CC3CCCC3C2CNC(=O)c2c(C)nc3sccn23)c1. Starting materials: Cc1cccc(-c2sc(C)nc2C(=O)O)c1, Cc1nc2sccn2c1C(=O)NCC1NCC2CCCC21.